Task: describe an organic reaction: reactants, conditions, products, and yield. Dataset: the Open Reaction Database (ORD), a public repository of structured organic reaction records Reactants: CO, Cl, [Na+], [OH-], CCCCCCCOc1ccc(COc2cccc3c2CC(CC(=O)OCC)C3O)cc1. Yields the product CCCCCCCOc1ccc(COc2cccc3c2CC(CC(=O)O)C3O)cc1. As a reaction SMILES: [CH3:36][OH:37].[ClH:35].[Na+:34].[OH-:33].[OH:1][CH:2]1[CH:3]([CH2:27][C:28](=[O:29])[O:30][CH2:31][CH3:32])[CH2:4][c:5]2[c:6]([O:11][CH2:12][c:13]3[cH:14][cH:15][c:16]([O:19][CH2:20][CH2:21][CH2:22][CH2:23][CH2:24][CH2:25][CH3:26])[cH:17][cH:18]3)[cH:7][cH:8][cH:9][c:10]21>>[OH:1][CH:2]1[CH:3]([CH2:27][C:28](=[O:29])[OH:30])[CH2:4][c:5]2[c:6]([O:11][CH2:12][c:13]3[cH:14][cH:15][c:16]([O:19][CH2:20][CH2:21][CH2:22][CH2:23][CH2:24][CH2:25][CH3:26])[cH:17][cH:18]3)[cH:7][cH:8][cH:9][c:10]21. The reactants are C1(=CC=C(C=C1)C1=CC2=C(NC(=N2)S(=O)(=O)C)C=C1F)C1=CC=CC=C1 (5-Biphenyl-4-yl-6-fluoro-2-methanesulfonyl-1H-benzoimidazole), COC(C1=C(C=CC(=C1)O)C)=O (5-hydroxy-2-methyl-benzoic acid methyl ester). The solvent is CCOC(=O)C (EtOAc), N1=CC=CC=C1 (pyridine). Yields the product COC(C1=C(C=CC(=C1)OC1=NC2=C(N1)C=C(C(=C2)C2=CC=C(C=C2)C2=CC=CC=C2)F)C)=O (5-(5-Biphenyl-4-yl-6-fluoro-1H-benzoimidazol-2-yloxy)-2-methyl-benzoic acid methyl ester). As a reaction SMILES: [C:1]1([C:21]2[CH:26]=[CH:25][CH:24]=[CH:23][CH:22]=2)[CH:6]=[CH:5][C:4]([C:7]2[C:19]([F:20])=[CH:18][C:10]3[NH:11][C:12](S(C)(=O)=O)=[N:13][C:9]=3[CH:8]=2)=[CH:3][CH:2]=1.[CH3:27][O:28][C:29](=[O:38])[C:30]1[CH:35]=[C:34]([OH:36])[CH:33]=[CH:32][C:31]=1[CH3:37]>N1C=CC=CC=1.CCOC(C)=O>[CH3:27][O:28][C:29](=[O:38])[C:30]1[CH:35]=[C:34]([O:36][C:12]2[NH:11][C:10]3[CH:18]=[C:19]([F:20])[C:7]([C:4]4[CH:5]=[CH:6][C:1]([C:21]5[CH:26]=[CH:25][CH:24]=[CH:23][CH:22]=5)=[CH:2][CH:3]=4)=[CH:8][C:9]=3[N:13]=2)[CH:33]=[CH:32][C:31]=1[CH3:37]. Procedure: To a solution of 7 (454 mg, 1.2 mmol) in pyridine 10 mL was added 5-hydroxy-2-methyl-benzoic acid methyl ester (412 mg, 2.4 mmol). The reaction mixture was heated to reflux for 5 days. Once the reaction was determined to be complete by TLC, the reaction mixture was diluted with EtOAc (100 mL) and washed two times with 100 mL portions of saturated aqueous ammonium chloride. The combined organic layers were dried over MgSO4 filtered and concentrated in vacuo to give a crude brown oil. The resultin... Reactants: O1CCOCC1 (dioxane), ClC1=C(C(=NC=N1)NC1CC1)N (6-chloro-N-cyclopropylpyrimidine-4,5-diamine), C([O-])([O-])=O.[Na+].[Na+] (sodium carbonate), ClC1=CC=C(C=C1)B(O)O (4-chlorophenylboronic acid). Reagents/catalysts: C=1C=CC(=CC1)[P](C=2C=CC=CC2)(C=3C=CC=CC3)[Pd]([P](C=4C=CC=CC4)(C=5C=CC=CC5)C=6C=CC=CC6)([P](C=7C=CC=CC7)(C=8C=CC=CC8)C=9C=CC=CC9)[P](C=1C=CC=CC1)(C=1C=CC=CC1)C=1C=CC=CC1 (tetrakis(triphenylphosphine)palladium(0)). Run in O (water). Conditions: temperature 90 celsius, time 8 hour. Product: ClC1=CC=C(C=C1)C1=C(C(=NC=N1)NC1CC1)N (6-(4-Chlorophenyl)-N-cyclopropylpyrimidine-4,5-diamine). RXN SMILES: O1CCOCC1.Cl[C:8]1[N:13]=[CH:12][N:11]=[C:10]([NH:14][CH:15]2[CH2:17][CH2:16]2)[C:9]=1[NH2:18].C(=O)([O-])[O-].[Na+].[Na+].[Cl:25][C:26]1[CH:31]=[CH:30][C:29](B(O)O)=[CH:28][CH:27]=1>C1C=CC([P]([Pd]([P](C2C=CC=CC=2)(C2C=CC=CC=2)C2C=CC=CC=2)([P](C2C=CC=CC=2)(C2C=CC=CC=2)C2C=CC=CC=2)[P](C2C=CC=CC=2)(C2C=CC=CC=2)C2C=CC=CC=2)(C2C=CC=CC=2)C2C=CC=CC=2)=CC=1.O>[Cl:25][C:26]1[CH:31]=[CH:30][C:29]([C:8]2[N:13]=[CH:12][N:11]=[C:10]([NH:14][CH:15]3[CH2:17][CH2:16]3)[C:9]=2[NH2:18])=[CH:28][CH:27]=1 |f:2.3.4,^1:38,40,59,78|. Reported procedure: In a reactor carousel test tube which had been dried by heating and preheated to 100° C., the degassed diluent mixture dioxane (20 ml)/water (7 ml) was added to 6-chloro-N-cyclopropylpyrimidine-4,5-diamine (10 g, 54.1 mmol) and sodium carbonate (17.22 g, 162 mmol). 5 mol % of tetrakis(triphenylphosphine)palladium(0) and 4-chlorophenylboronic acid (108.2 mmol) were added, and the reaction mixture was stirred at 90° C. overnight. The solution was cooled, filtered and concentrated and the residue w... Starting materials: O[C@@H]1[C@H](C\C=C/CCCC(=O)O)[C@H]([C@@H](C1)OC1OCCCC1)CCCCCCCC ((5Z,9S,11R)-9-hydroxy-11-tetrahydropyranyloxy-5-prostenoic acid). The solvent is mixture, C(C)(=O)O.O.O1CCCC1 (acetic acid water tetrahydrofuran). The product is O[C@@H]1[C@H](C\C=C/CCCC(=O)O)[C@H]([C@@H](C1)O)CCCCCCCC ((5Z,9S,11R)-9,11-dihydroxy-5-prostenoic acid). The yield is 88.0%. As a reaction SMILES: [OH:1][C@H:2]1[CH2:15][C@@H:14]([O:16]C2CCCCO2)[C@H:13]([CH2:23][CH2:24][CH2:25][CH2:26][CH2:27][CH2:28][CH2:29][CH3:30])[C@H:3]1[CH2:4]/[CH:5]=[CH:6]\[CH2:7][CH2:8][CH2:9][C:10]([OH:12])=[O:11]>C(O)(=O)C.O.O1CCCC1>[OH:1][C@H:2]1[CH2:15][C@@H:14]([OH:16])[C@H:13]([CH2:23][CH2:24][CH2:25][CH2:26][CH2:27][CH2:28][CH2:29][CH3:30])[C@H:3]1[CH2:4]/[CH:5]=[CH:6]\[CH2:7][CH2:8][CH2:9][C:10]([OH:12])=[O:11] |f:1.2.3|. Procedure: The compound 11 obtained above (220 mg, 0.518 mmole) was dissolved in 4 ml of a mixture of acetic acid-water-tetrahydrofuran (65:35:10) and the solution was heated with stirring at 40°-45° C. for one and half hours. Then, the reaction mixture was treated following the procedure similar to that of Example 4, to yield the title compound 12 (156 mg, 88%) as a colorless oil. Starting materials: ClC1=C(N=CC(=N1)N1C[C@@H](CCC1)NC(N(C)C)=O)C#N ((R)-3-(1-(6-chloro-5-cyanopyrazin-2-yl)piperidin-3-yl)-1,1-dimethylurea), NC=1C=NN(C1)C1CCN(CC1)C(=O)OC(C)(C)C (tert-butyl 4-(4-amino-1H-pyrazol-1-yl)piperidine-1-carboxylate), C([O-])([O-])=O.[Cs+].[Cs+] (cesium carbonate), C=1C=CC(=CC1)P(C=2C=CC=CC2)C3=CC=C4C=CC=CC4=C3C5=C6C=CC=CC6=CC=C5P(C=7C=CC=CC7)C=8C=CC=CC8 (BINAP). The reagents and catalysts are CC(=O)[O-].CC(=O)[O-].[Pd+2] (Pd(OAc)2). The solvent is O1CCOCC1 (dioxane). Reaction conditions: temperature 115 celsius, time 2 hour. Product: C(#N)C=1C(=NC(=CN1)N1C[C@@H](CCC1)NC(=O)N(C)C)NC=1C=NN(C1)C1CCN(CC1)C(=O)OC(C)(C)C ((R)-tert-butyl 4-(4-(3-cyano-6-(3-(3,3-dimethylureido)piperidin-1-yl)pyrazin-2-ylamino)-1H-pyrazol-1-yl)piperidine-1-carboxylate). RXN SMILES: Cl[C:2]1[N:7]=[C:6]([N:8]2[CH2:13][CH2:12][CH2:11][C@@H:10]([NH:14][C:15](=[O:19])[N:16]([CH3:18])[CH3:17])[CH2:9]2)[CH:5]=[N:4][C:3]=1[C:20]#[N:21].[NH2:22][C:23]1[CH:24]=[N:25][N:26]([CH:28]2[CH2:33][CH2:32][N:31]([C:34]([O:36][C:37]([CH3:40])([CH3:39])[CH3:38])=[O:35])[CH2:30][CH2:29]2)[CH:27]=1.C(=O)([O-])[O-].[Cs+].[Cs+].C1C=CC(P(C2C(C3C(P(C4C=CC=CC=4)C4C=CC=CC=4)=CC=C4C=3C=CC=C4)=C3C(C=CC=C3)=CC=2)C2C=CC=CC=2)=CC=1>O1CCOCC1.CC([O-])=O.CC([O-])=O.[Pd+2]>[C:20]([C:3]1[C:2]([NH:22][C:23]2[CH:24]=[N:25][N:26]([CH:28]3[CH2:29][CH2:30][N:31]([C:34]([O:36][C:37]([CH3:40])([CH3:39])[CH3:38])=[O:35])[CH2:32][CH2:33]3)[CH:27]=2)=[N:7][C:6]([N:8]2[CH2:13][CH2:12][CH2:11][C@@H:10]([NH:14][C:15]([N:16]([CH3:18])[CH3:17])=[O:19])[CH2:9]2)=[CH:5][N:4]=1)#[N:21] |f:2.3.4,7.8.9|. Reported procedure: The mixture of (R)-3-(1-(6-chloro-5-cyanopyrazin-2-yl)piperidin-3-yl)-1,1-dimethylurea (222, 330 mg, 1.07 mmol), tert-butyl 4-(4-amino-1H-pyrazol-1-yl)piperidine-1-carboxylate (275, 426 mg, 1.60 mmol), fine-powder cesium carbonate (1.05 g, 3.21 mmol), Pd(OAc)2 (72 mg, 0.32 mmol), BINAP (200 mg, 0.32 mmol) in 60 mL dioxane was degassed with nitrogen stream for 3 min. It was then stirred in 115° C. bath in nitrogen atmosphere for 2 hours. The mixture was cooled to RT, diluted with 60 mL EtOAc, and... The reactants are BrC1=C(C(=NN1C1=C(C=C(C=C1Cl)C(F)(F)F)Cl)C#N)S(=O)(=O)C(F)(F)F (5-bromo-3-cyano-1-(2,6-dichloro -4-trifluoromethylphenyl)-4-trifluoromethylsulphonylpyrazole), N1N=CN=C1 (1,2, 4-triazole), [H-].[Na+] (sodium hydride). Solvent: O1CCOCC1 (dioxan). Product: C(#N)C1=NN(C(=C1S(=O)(=O)C(F)(F)F)N1N=CN=C1)C1=C(C=C(C=C1Cl)C(F)(F)F)Cl (3-cyano-1-(2,6-dichloro-4-trifluoromethylphenyl)- 5-(1,2,4-triazol-1-yl)-4-trifluoromethylsulphonylpyrazole). The yield is 15.4%. RXN SMILES: Br[C:2]1[N:6]([C:7]2[C:12]([Cl:13])=[CH:11][C:10]([C:14]([F:17])([F:16])[F:15])=[CH:9][C:8]=2[Cl:18])[N:5]=[C:4]([C:19]#[N:20])[C:3]=1[S:21]([C:24]([F:27])([F:26])[F:25])(=[O:23])=[O:22].[NH:28]1[CH:32]=[N:31][CH:30]=[N:29]1.[H-].[Na+]>O1CCOCC1>[C:19]([C:4]1[C:3]([S:21]([C:24]([F:27])([F:26])[F:25])(=[O:23])=[O:22])=[C:2]([N:28]2[CH:32]=[N:31][CH:30]=[N:29]2)[N:6]([C:7]2[C:12]([Cl:13])=[CH:11][C:10]([C:14]([F:17])([F:16])[F:15])=[CH:9][C:8]=2[Cl:18])[N:5]=1)#[N:20] |f:2.3|. Procedure: To a solution of 5-bromo-3-cyano-1-(2,6-dichloro -4-trifluoromethylphenyl)-4-trifluoromethylsulphonylpyrazole (2.0 g) in dioxan (30 ml) was added 1,2, 4-triazole (0.74 g), and the mixture heated under reflux overnight. After cooling to ambient temperature, sodium hydride (0.125 g) was added and the mixture heated under reflux for 2 days. The solvent was evaporated in vacuo and the residue dissolved in dichloromethane (50 ml) and washed with water (50 ml). The aqueous layer was re-extracted with ...